Dataset: the Open Reaction Database (ORD), a public repository of structured organic reaction records. Task: describe an organic reaction: reactants, conditions, products, and yield The reactants are CN(C)C=O, O=C(O)c1c(F)c(F)c(F)c(F)c1C(=O)O. Yields the product O=C(O)c1cc(F)c(F)c(F)c1F. Reaction SMILES: [CH3:17][N:18]([CH3:19])[CH:20]=[O:21].[F:1][c:2]1[c:3]([F:16])[c:4]([F:15])[c:5]([F:14])[c:6]([C:11](=[O:12])[OH:13])[c:7]1[C:8]([OH:9])=[O:10]>>[F:1][c:2]1[c:3]([F:16])[c:4]([F:15])[c:5]([F:14])[c:6]([C:11](=[O:12])[OH:13])[cH:7]1. Starting materials: ClC1=CC(=C(C#N)C=C1)NC(=O)OCC (4-chloro-2-(ethoxycarbonylamino)benzonitrile), BrCC(=O)C=1C=C(C=CC1)S(=O)(=O)N (3-bromoacetylbenzensulfonamide). Procedure details: The title compound was prepared according to the procedure described in step 2 of Example 1 from 4-chloro-2-(ethoxycarbonylamino)benzonitrile (Example 1, step 1) and 3-bromoacetylbenzensulfonamide (T. Fujikura, K. Nigata, S. Hashimoto, K. Imai, and T. Takenaka, Chem. Pharm. Bull., 1982, 30, 4092-4101). Reaction SMILES: [Cl:1][C:2]1[CH:9]=[CH:8][C:5]([C:6]#[N:7])=[C:4]([NH:10][C:11]([O:13][CH2:14][CH3:15])=[O:12])[CH:3]=1.Br[CH2:17][C:18]([C:20]1[CH:21]=[C:22]([S:26]([NH2:29])(=[O:28])=[O:27])[CH:23]=[CH:24][CH:25]=1)=[O:19]>>[NH2:7][C:6]1[C:5]2[C:4](=[CH:3][C:2]([Cl:1])=[CH:9][CH:8]=2)[N:10]([C:11]([O:13][CH2:14][CH3:15])=[O:12])[C:17]=1[C:18]([C:20]1[CH:21]=[C:22]([S:26]([NH2:29])(=[O:28])=[O:27])[CH:23]=[CH:24][CH:25]=1)=[O:19]. Product: NC1=C(N(C2=CC(=CC=C12)Cl)C(=O)OCC)C(=O)C=1C=C(C=CC1)S(=O)(=O)N (3-[3-Amino-6-chloro-1-(ethoxycarbonyl)indole-2-carbonyl]benzenesulfonamide). The reactants are C(#N)C1=CC=C(C=C1)N1CCC(CC1)C(=O)N[C@@H]1CC[C@H](CC1)C(=O)OC (1-(4-cyanophenyl)-4-[N-[trans-4-(methoxycarbonyl)-cyclohexyl]-aminocarbonyl]-piperidine), N[C@@H]1CC[C@H](CC1)C(=O)OC (methyl trans-4-amino-cyclohexanecarboxylate). Yields the product C(#N)C1=CC=C(C=C1)N1CCC(CC1)C(=O)N1CCC(CC1)CC(=O)OC (1-(4-Cyanophenyl)-4-[4-(methoxycarbonylmethyl)-piperidinocarbonyl]-piperidine). Reaction SMILES: [C:1]([C:3]1[CH:8]=[CH:7][C:6]([N:9]2[CH2:14][CH2:13][CH:12]([C:15]([NH:17][C@H:18]3CC[C@H:21]([C:24]([O:26][CH3:27])=[O:25])[CH2:20][CH2:19]3)=[O:16])[CH2:11][CH2:10]2)=[CH:5][CH:4]=1)#[N:2].N[C@H:29]1CC[C@H](C(OC)=O)C[CH2:30]1>>[C:1]([C:3]1[CH:4]=[CH:5][C:6]([N:9]2[CH2:10][CH2:11][CH:12]([C:15]([N:17]3[CH2:30][CH2:29][CH:20]([CH2:21][C:24]([O:26][CH3:27])=[O:25])[CH2:19][CH2:18]3)=[O:16])[CH2:13][CH2:14]2)=[CH:7][CH:8]=1)#[N:2]. Procedure details: 1-(4-cyanophenyl)-4-[N-[trans-4-(methoxycarbonyl)-cyclohexyl]-aminocarbonyl]-piperidine Using methyl trans-4-amino-cyclohexanecarboxylate. Melting point: 230°-232° C. Starting materials: C(C1=CC=CC=C1)OC1=CC=C(C=C1)C1OC1 (2-(4-(benzyloxy)phenyl)oxirane), C12(CC3CC(CC(C1)C3)C2)CN ((1-adamantylmethyl)amine). Solvent: C(C)(C)O (isopropyl alcohol). Yields the product C(C1=CC=CC=C1)OC1=CC=C(C=C1)C(CNCC12CC3CC(CC(C1)C3)C2)O (1-(4-(benzyloxy)phenyl)-2-((1-adamantylmethyl)amino)ethanol). Isolated yield 23.2%. Reaction SMILES: [CH2:1]([O:8][C:9]1[CH:14]=[CH:13][C:12]([CH:15]2[CH2:17][O:16]2)=[CH:11][CH:10]=1)[C:2]1[CH:7]=[CH:6][CH:5]=[CH:4][CH:3]=1.[C:18]12([CH2:28][NH2:29])[CH2:27][CH:22]3[CH2:23][CH:24]([CH2:26][CH:20]([CH2:21]3)[CH2:19]1)[CH2:25]2>C(O)(C)C>[CH2:1]([O:8][C:9]1[CH:14]=[CH:13][C:12]([CH:15]([OH:16])[CH2:17][NH:29][CH2:28][C:18]23[CH2:27][CH:22]4[CH2:21][CH:20]([CH2:26][CH:24]([CH2:23]4)[CH2:25]2)[CH2:19]3)=[CH:11][CH:10]=1)[C:2]1[CH:7]=[CH:6][CH:5]=[CH:4][CH:3]=1. Procedure: 2-(4-(benzyloxy)phenyl)oxirane (2 g, 8.8 mmol) and (1-adamantylmethyl)amine (1.46 g, 8.8 mol) were dissolved in isopropyl alcohol (30 mL) and heated under reflux overnight. The mixture was concentrated to give the crude product, which was purified by column chromatography to afford 1-(4-(benzyloxy)phenyl)-2-((1-adamantylmethyl)amino)ethanol (0.8 g, 23%). 1H NMR: (CDCl3, 400 MHz) δ=1.51 (m, 6H), 1.60-1.72 (m, 6H), 1.97 (m, 3H), 2.32&2.45 (dd, 2H), 2.64 (m, 1H), 2.73 (m, 1H), 2.94 (m, 1H), 3.40 (b... Starting materials: NC=1C(=C(C=CC1)C)N (diaminotoluene), 4-chlorophenoxynitrile, C(C)(=O)OCC (ethyl acetate). Yields the product N1=CNC2=C1C=CC=C2 (Benzimidazole). Reaction SMILES: [NH2:1][C:2]1[C:3]([NH2:9])=[C:4](C)[CH:5]=[CH:6][CH:7]=1.[C:10](OCC)(=O)C>>[N:9]1[C:3]2[CH:4]=[CH:5][CH:6]=[CH:7][C:2]=2[NH:1][CH:10]=1. Procedure: Whne diaminotoluene was treated with 4-chlorophenoxynitrile there was no precipitate observed immediately. The reaction mixture was condensed under vacuum. The crude brownish solid was dissolved in ethyl acetate. The resulting solution was washed with water, then brine, and then dried over sodium sulfate. The solvents were then removed in vacuo to produce brown crystals with a good yield. The reactants are BrCC(=O)OCC (Ethyl bromoacetate), COC1=C(C(=S)NN)C=CC(=C1)OC (2,4-dimethoxythiobenzohydrazide), [OH-].[Na+] (sodium hydroxide). Conditions: temperature 25 celsius, time 18 hour. The product is COC1=C(C=CC(=C1)OC)C=1SCC(NN1)=O (2-(2,4-dimethoxyphenyl)-4H,6H-1,3,4-thiadiazin-5-one). As a reaction SMILES: Br[CH2:2][C:3](OCC)=[O:4].[CH3:8][O:9][C:10]1[CH:19]=[C:18]([O:20][CH3:21])[CH:17]=[CH:16][C:11]=1[C:12]([NH:14][NH2:15])=[S:13].[OH-].[Na+]>>[CH3:8][O:9][C:10]1[CH:19]=[C:18]([O:20][CH3:21])[CH:17]=[CH:16][C:11]=1[C:12]1[S:13][CH2:2][C:3](=[O:4])[NH:15][N:14]=1 |f:2.3|. Reported procedure: Ethyl bromoacetate (5.0 g.) was added to a stirred suspension of 2,4-dimethoxythiobenzohydrazide (6.5 g.) in aqueous 3N-sodium hydroxide solution (25 ml.) and the mixture was stirred at 25° C. for 18 hours and then filtered. The solid product was purified by flash chromatography on a silica gel column (Merck 9385) using a 30:1 v/v mixture of chloroform and methanol as eluant. The aqueous filtrate was acidified with aqueous 2N hydrochloric acid and the mixture was filtered. The solid products, bo...